From a dataset of the Open Reaction Database (ORD), a public repository of structured organic reaction records. describe an organic reaction: reactants, conditions, products, and yield The reactants are FC1=CC=C(C=C1)[C@]1(CCN(C(O1)=O)[C@@H]1CNCCC1)CCCO ((R)-6-(4-fluorophenyl)-6-(3-hydroxypropyl)-3-((S)-piperidin-3-yl)-1,3-oxazinan-2-one), BrC1=NC=C(C=C1)C#N (2-bromo-5-cyanopyridine). Product: FC1=CC=C(C=C1)[C@]1(CCN(C(O1)=O)[C@@H]1CN(CCC1)C1=NC=C(C#N)C=C1)CCCO (6((S)-3-((R)-6-(4-fluorophenyl)-6-(3-hydroxypropyl)-2-oxo-1,3-oxazinan-3-yl)piperidin-1-yl)nicotinonitrile). RXN SMILES: [F:1][C:2]1[CH:7]=[CH:6][C:5]([C@:8]2([CH2:21][CH2:22][CH2:23][OH:24])[O:13][C:12](=[O:14])[N:11]([C@H:15]3[CH2:20][CH2:19][CH2:18][NH:17][CH2:16]3)[CH2:10][CH2:9]2)=[CH:4][CH:3]=1.Br[C:26]1[CH:31]=[CH:30][C:29]([C:32]#[N:33])=[CH:28][N:27]=1>>[F:1][C:2]1[CH:7]=[CH:6][C:5]([C@:8]2([CH2:21][CH2:22][CH2:23][OH:24])[O:13][C:12](=[O:14])[N:11]([C@H:15]3[CH2:20][CH2:19][CH2:18][N:17]([C:26]4[CH:31]=[CH:30][C:29]([C:32]#[N:33])=[CH:28][N:27]=4)[CH2:16]3)[CH2:10][CH2:9]2)=[CH:4][CH:3]=1. Procedure details: The title compound was prepared from (R)-6-(4-fluorophenyl)-6-(3-hydroxypropyl)-3-((S)-piperidin-3-yl)-1,3-oxazinan-2-one and 2-bromo-5-cyanopyridine following a procedure analogous to that described in Example 16. LC-MS Method 2 tR=1.218 min, m/z=439.1; 1H NMR (CDCl3) 1.21-1.36 (m, 1H), 1.62 (m, 1H), 1.78 (m, 3H), 1.56 (m, 2H), 1.86-2.00 (m, 2H), 2.19 (m, 1H), 2.29 (m, 1H), 2.67-2.86 (m, 3), 3.20 (m, 1H), 3.50 (t, 2H), 3.79 (m, 1H), 4.12 (m, 1H), 4.30 (d, 1H), 6.53 (m, 1H), 7.01 (t, 2H), 7.24 (...